Dataset: the Open Reaction Database (ORD), a public repository of structured organic reaction records. Task: describe an organic reaction: reactants, conditions, products, and yield Reactants: OCCOC1=CC=C(C(=O)O)C=C1 (4-(hydroxyethoxy)benzoic acid), C1(CC1)C(=O)Cl (cyclopropylcarboxylic acid chloride), N1=CC=CC=C1 (pyridine), O (water). The solvent is C1CCOC1 (THF). Reaction conditions: time 6 day. The product is C1(CC1)C(=O)OCCOC1=CC=C(C(=O)O)C=C1 (4-(2-cyclopropylcarbonyloxyethoxy)benzoic acid). Reaction SMILES: [OH:1][CH2:2][CH2:3][O:4][C:5]1[CH:13]=[CH:12][C:8]([C:9]([OH:11])=[O:10])=[CH:7][CH:6]=1.[CH:14]1([C:17](Cl)=[O:18])[CH2:16][CH2:15]1.N1C=CC=CC=1.O>C1COCC1>[CH:14]1([C:17]([O:1][CH2:2][CH2:3][O:4][C:5]2[CH:13]=[CH:12][C:8]([C:9]([OH:11])=[O:10])=[CH:7][CH:6]=2)=[O:18])[CH2:16][CH2:15]1. Procedure: To 3.7 g (20.3 mmol) of 4-(hydroxyethoxy)benzoic acid, 100 ml of dry THF and 5.3 g (50.75 mmol) of cyclopropylcarboxylic acid chloride, at 0°, is added 6.6 ml (81.2 mmol) of pyridine. The mixture is allowed to warm to RT and is stirred at RT for 6 days, after which it is filtered. The filtrate is stirred, at RT, with 0.7 ml (~40.6 mmol) of water for 6 days. Solvent is removed by rotoevaporation, and 150 ml of ethyl acetate, 150 ml of water and 40 ml of aqueous 3 N sulfuric acid are added to the ... Starting materials: C(#C)C1=CC=C(S1)C(=O)O (5-ethynylthiophene-2-carboxylic acid), NC1(COCC1)C(=O)NC1=CC(=C(C=C1)N1C(COCC1)=O)C (3-amino-N-[3-methyl-4-(3-oxomorpholin-4-yl)phenyl]tetrahydro-furan-3-carboxamide), CN(C)C(=[N+](C)C)ON1C2=C(C=CC=C2)N=N1.[B-](F)(F)(F)F (TBTU), CN1CCOCC1 (NMM). The solvent is CN(C)C=O (DMF). Yields the product C(#C)C1=CC=C(S1)C(=O)NC1(COCC1)C(NC1=CC(=C(C=C1)N1C(COCC1)=O)C)=O (5-Ethynyl-N-{3-[3-methyl-4-(3-oxomorpholin-4-yl)phenylcarbamoyl]-tetrahydrofuran-3-yl}thiophene-2-carboxamide). As a reaction SMILES: [C:1]([C:3]1[S:7][C:6]([C:8]([OH:10])=O)=[CH:5][CH:4]=1)#[CH:2].[NH2:11][C:12]1([C:17]([NH:19][C:20]2[CH:25]=[CH:24][C:23]([N:26]3[CH2:31][CH2:30][O:29][CH2:28][C:27]3=[O:32])=[C:22]([CH3:33])[CH:21]=2)=[O:18])[CH2:16][CH2:15][O:14][CH2:13]1.CN(C(ON1N=NC2C=CC=CC1=2)=[N+](C)C)C.[B-](F)(F)(F)F.CN1CCOCC1>CN(C=O)C>[C:1]([C:3]1[S:7][C:6]([C:8]([NH:11][C:12]2([C:17](=[O:18])[NH:19][C:20]3[CH:25]=[CH:24][C:23]([N:26]4[CH2:31][CH2:30][O:29][CH2:28][C:27]4=[O:32])=[C:22]([CH3:33])[CH:21]=3)[CH2:16][CH2:15][O:14][CH2:13]2)=[O:10])=[CH:5][CH:4]=1)#[CH:2] |f:2.3|. Procedure: Prepared analogously to Example 1a from 5-ethynylthiophene-2-carboxylic acid and 3-amino-N-[3-methyl-4-(3-oxomorpholin-4-yl)phenyl]tetrahydro-furan-3-carboxamide with TBTU and NMM in DMF. Reported procedure: By carrying out the operation analogously to example 231, starting from 5-bromo-2-fluoro-3-pyridinyl 2,3,4-tri-O-acetyl-5-thio-β-D-xylopyranoside, obtained according to preparation VIII, and 2-bromopyridine, the desired product is obtained and is used directly in the deacetylation stage. The product is C(C)(=O)O[C@H]1[C@H](OC=2C(=NC=C(C2)C2=NC=CC=C2)F)SC[C@H]([C@@H]1OC(C)=O)OC(C)=O (2-Fluoro-5-(2-pyridinyl)-3-pyridinyl 2,3,4-tri-O-acetyl-5-thio-β-D-xylo-pyranoside). Starting materials: C(C)(=O)O[C@H]1[C@H](OC=2C(=NC=C(C2)Br)F)SC[C@H]([C@@H]1OC(C)=O)OC(C)=O (5-bromo-2-fluoro-3-pyridinyl 2,3,4-tri-O-acetyl-5-thio-β-D-xylopyranoside), VIII, BrC1=NC=CC=C1 (2-bromopyridine). Reaction SMILES: [C:1]([O:4][C@@H:5]1[C@@H:19]([O:20][C:21](=[O:23])[CH3:22])[C@H:18]([O:24][C:25](=[O:27])[CH3:26])[CH2:17][S:16][C@H:6]1[O:7][C:8]1[C:9]([F:15])=[N:10][CH:11]=[C:12](Br)[CH:13]=1)(=[O:3])[CH3:2].Br[C:29]1[CH:34]=[CH:33][CH:32]=[CH:31][N:30]=1>>[C:1]([O:4][C@@H:5]1[C@@H:19]([O:20][C:21](=[O:23])[CH3:22])[C@H:18]([O:24][C:25](=[O:27])[CH3:26])[CH2:17][S:16][C@H:6]1[O:7][C:8]1[C:9]([F:15])=[N:10][CH:11]=[C:12]([C:29]2[CH:34]=[CH:33][CH:32]=[CH:31][N:30]=2)[CH:13]=1)(=[O:3])[CH3:2]. Starting materials: CC(C)(C)C(=O)Cl, ClCCl, Cl, O=C(O)c1ccc(O)cc1, c1ccncc1. The product is CC(C)(C)C(=O)Oc1ccc(C(=O)O)cc1. As a reaction SMILES: [C:17]([C:18]([CH3:19])([CH3:20])[CH3:21])(=[O:22])[Cl:23].[Cl:25][CH2:26][Cl:27].[ClH:24].[OH:1][C:2](=[O:3])[c:4]1[cH:5][cH:6][c:7]([OH:8])[cH:9][cH:10]1.[cH:11]1[cH:12][cH:13][n:14][cH:15][cH:16]1>>[OH:1][C:2](=[O:3])[c:4]1[cH:5][cH:6][c:7]([O:8][C:17]([C:18]([CH3:19])([CH3:20])[CH3:21])=[O:22])[cH:9][cH:10]1.